Task: describe an organic reaction: reactants, conditions, products, and yield. Dataset: the Open Reaction Database (ORD), a public repository of structured organic reaction records Starting materials: C1=NC=C(C2=CC=CC=C12)/C=C/CCO ((E)-4-(4-isoquinolinyl)-3-buten-1-ol), S(=O)(Cl)Cl (thionyl chloride). Run in C(Cl)(Cl)Cl (chloroform), C(Cl)(Cl)Cl (chloroform). Conditions: time 15 minute. Product: ClCC/C=C/C1=CN=CC2=CC=CC=C12 ((E)-4-(4-chloro-1-butenyl)isoquinoline). Reaction SMILES: [CH:1]1[C:10]2[C:5](=[CH:6][CH:7]=[CH:8][CH:9]=2)[C:4](/[CH:11]=[CH:12]/[CH2:13][CH2:14]O)=[CH:3][N:2]=1.S(Cl)([Cl:18])=O>C(Cl)(Cl)Cl>[Cl:18][CH2:14][CH2:13]/[CH:12]=[CH:11]/[C:4]1[C:5]2[C:10](=[CH:9][CH:8]=[CH:7][CH:6]=2)[CH:1]=[N:2][CH:3]=1. Procedure: A solution of 3.3 g of (E)-4-(4-isoquinolinyl)-3-buten-1-ol in 15 mL of dry chloroform was added to a cold solution of 1.8 mL of thionyl chloride in 5 mL of dry chloroform. After 15 minutes, the cooling bath was removed and the reaction was stirred at room temperature for 1 hour and then at reflux for 3 hours. The cooled mixture was washed with NaHCO3 solution and with brine, then was dried (Na2SO4) and evaporated. The residue was purified by chromatography over silica gel (ethyl acetate-toluene... The reactants are BrC(=C[C@@H]1CC[C@H](CC1)CCCCC)Br (trans-1-(2,2-dibromovinyl)-4-pentylcyclohexane), O (water), solution, C(CCC)[Li] (butyl lithium). Solvent: O1CCCC1 (tetrahydrofuran), CCCCCC (hexane). Conditions: temperature -70 celsius, time 2 hour. The product is C(#C)[C@@H]1CC[C@H](CC1)CCCCC (trans-1-ethynyl-4-pentylcyclohexane). The yield is 52.8%. As a reaction SMILES: Br[C:2](Br)=[CH:3][C@H:4]1[CH2:9][CH2:8][C@H:7]([CH2:10][CH2:11][CH2:12][CH2:13][CH3:14])[CH2:6][CH2:5]1.C([Li])CCC.O>O1CCCC1.CCCCCC>[C:3]([C@H:4]1[CH2:9][CH2:8][C@H:7]([CH2:10][CH2:11][CH2:12][CH2:13][CH3:14])[CH2:6][CH2:5]1)#[CH:2]. Procedure: A solution of 35.9 g of trans-1-(2,2-dibromovinyl)-4-pentylcyclohexane in 300 ml of absolute tetrahydrofuran at -70° C. was placed under argon gasification and treated within 20 minutes with 222 ml of a 1.2M solution of butyl lithium in hexane. The mixture was subsequently stirred at -70° C. for a further 2 hours, then poured into 1.2 l of water and extracted three times with 400 ml of hexane each time. The organic phases were washed twice with 400 ml of water each time, dried over magnesium sul... Reactants: OC1=C(C=C(C=C1C)C=1C(=C2N(CCC3=CC(=C(C=C23)OC)OC)C1C)C(=O)OCC)C (Ethyl 2-(4-hydroxy-3,5-dimethylphenyl)-8,9-dimethoxy-3-methyl-5,6-dihydro-pyrrolo[2,1-a]isoquinoline-1-carboxylate), Cl.N1=CC=CC=C1 (pyridine hydrochloride). Run in C(C)(=O)OCC (ethyl acetate), Cl (hydrochloric acid). Reaction conditions: temperature 150 celsius, time 20 minute. The product is title compounds, COC=1C=C2CCN3C(C2=CC1O)=C(C(=C3C)C3=CC(=C(C(=C3)C)O)C)C(=O)OCC (ethyl 8-methoxy-9-hydroxy-2-(3,5-dimethyl-4-hydroxyphenyl)-3-methyl-5,6-dihydro-pyrrolo[2,1-a]isoquinoline-1-carboxylate). As a reaction SMILES: [OH:1][C:2]1[C:7]([CH3:8])=[CH:6][C:5]([C:9]2[C:10]([C:27]([O:29][CH2:30][CH3:31])=[O:28])=[C:11]3[C:20]4[C:15](=[CH:16][C:17]([O:23][CH3:24])=[C:18]([O:21]C)[CH:19]=4)[CH2:14][CH2:13][N:12]3[C:25]=2[CH3:26])=[CH:4][C:3]=1[CH3:32].Cl.N1C=CC=CC=1>C(OCC)(=O)C.Cl>[CH3:24][O:23][C:17]1[CH:16]=[C:15]2[C:20](=[CH:19][C:18]=1[OH:21])[C:11]1=[C:10]([C:27]([O:29][CH2:30][CH3:31])=[O:28])[C:9]([C:5]3[CH:6]=[C:7]([CH3:8])[C:2]([OH:1])=[C:3]([CH3:32])[CH:4]=3)=[C:25]([CH3:26])[N:12]1[CH2:13][CH2:14]2 |f:1.2|. Reported procedure: 1 g (2.3 mmol) of ethyl 2-(4hydroxy-3,5-dimethylphenyl)-8,9-dimethoxy-3-methyl-5,6-dihydropyrrolo[2,1-a]isoquinoline-1-carboxylate (Example 1) was intimately mixed with 4 g of pyridine hydrochloride and heated to fusion at 150° C. The mixture was stirred at 150° C. for 20 min., then cooled to room temperature and dissolved in a mixture of ethyl acetate and dilute hydrochloric acid. The layers were separated, the aqueous layer was extracted with ethyl acetate, and the combined organic phases were... Starting materials: solution, ClC1=CC=C(C=C1)NC(C(C)(C)C)=O (N-(4-chloro-phenyl)-2,2-dimethyl-propionamide), ice water, ClC1=CC=C(C=C1)/C=C/CN1CCC(CC1)=O (1-[(E)-3-(4-chloro-phenyl)-allyl]-piperidin-4-one), Cl (HCl). Solvent: CCCCCC (hexane), C1CCOC1 (THF), C1CCOC1 (THF). Reaction conditions: temperature 0 celsius, time 2 hour. Product: ClC1=CC(=C(C=C1)NC(C(C)(C)C)=O)C1(CCN(CC1)C\C=C\C1=CC=C(C=C1)Cl)O (N-(4-Chloro-2-{1-[(E)-3-(4-chloro-phenyl)-allyl]-4-hydroxy-piperidin-4-yl}-phenyl)-2,2-dimethyl-propionamide). The yield is 44.8%. As a reaction SMILES: [Cl:1][C:2]1[CH:7]=[CH:6][C:5]([NH:8][C:9](=[O:14])[C:10]([CH3:13])([CH3:12])[CH3:11])=[CH:4][CH:3]=1.[Cl:15][C:16]1[CH:21]=[CH:20][C:19](/[CH:22]=[CH:23]/[CH2:24][N:25]2[CH2:30][CH2:29][C:28](=[O:31])[CH2:27][CH2:26]2)=[CH:18][CH:17]=1.Cl>CCCCCC.C1COCC1>[Cl:1][C:2]1[CH:3]=[CH:4][C:5]([NH:8][C:9](=[O:14])[C:10]([CH3:11])([CH3:13])[CH3:12])=[C:6]([C:28]2([OH:31])[CH2:27][CH2:26][N:25]([CH2:24]/[CH:23]=[CH:22]/[C:19]3[CH:18]=[CH:17][C:16]([Cl:15])=[CH:21][CH:20]=3)[CH2:30][CH2:29]2)[CH:7]=1. Reported procedure: A solution of n-buthyllithium in hexane (47.0 ml of a 1.6M solution) was added dropwise to a solution of N-(4-chloro-phenyl)-2,2-dimethyl-propionamide (6.35 g) in dry THF (100 ml) at −5° C. under a N2 atmosphere over 15 min. The resulting solution was stirred at 0° C. for 2 hours, and then a solution of 1-[(E)-3-(4-chloro-phenyl)-allyl]-piperidin-4-one (7.49 g) in THF (15 ml) was added dropewise to the above solution of the dianion at 0° C. over a 1 hour period. The reaction mixture was stirred ... Starting materials: CN1C(N(C(C=2NC=NC12)=O)CCCCCP(OCC)(OCC)=O)=O (diethyl [5-(3-methyl-xanthin-1-yl)pentyl]phosphonate), BrCCCC (1-bromobutane). The product is C(CCC)N1C=NC=2N(C(N(C(C12)=O)CCCCCP(OCC)(OCC)=O)=O)C (Diethyl [5-(7-butyl-3-methylxanthin-1-yl)pentyl]phosphonate). Reaction SMILES: [CH3:1][N:2]1[C:10]2[N:9]=[CH:8][NH:7][C:6]=2[C:5](=[O:11])[N:4]([CH2:12][CH2:13][CH2:14][CH2:15][CH2:16][P:17](=[O:24])([O:21][CH2:22][CH3:23])[O:18][CH2:19][CH3:20])[C:3]1=[O:25].Br[CH2:27][CH2:28][CH2:29][CH3:30]>>[CH2:27]([N:7]1[C:6]2[C:5](=[O:11])[N:4]([CH2:12][CH2:13][CH2:14][CH2:15][CH2:16][P:17](=[O:24])([O:21][CH2:22][CH3:23])[O:18][CH2:19][CH3:20])[C:3](=[O:25])[N:2]([CH3:1])[C:10]=2[N:9]=[CH:8]1)[CH2:28][CH2:29][CH3:30]. Reported procedure: The title substance was prepared from 0.008 mol of diethyl [5-(3-methyl-xanthin-1-yl)pentyl]phosphonate and 0.01 mol of 1-bromobutane analogously to Example 46. Starting materials: O (water), BrCC(=O)C1=CC=C(C=C1)NS(=O)(=O)C (N-[4-(2-bromoacetyl)phenyl]methanesulfonamide), [BH4-].[Na+] (sodium borohydride), Cl (hydrochloric acid). Solvent: C(Cl)(Cl)Cl (chloroform), CO (methanol). Conditions: temperature -20 celsius, time 2 hour. Product: BrCC(O)C1=CC=C(C=C1)NS(=O)(=O)C (N-[4-(2-bromo-1-hydroxyethyl)phenyl]methanesulfonamide). Yield: 91.4%. As a reaction SMILES: [Br:1][CH2:2][C:3]([C:5]1[CH:10]=[CH:9][C:8]([NH:11][S:12]([CH3:15])(=[O:14])=[O:13])=[CH:7][CH:6]=1)=[O:4].[BH4-].[Na+].Cl.O>CO.C(Cl)(Cl)Cl>[Br:1][CH2:2][CH:3]([C:5]1[CH:6]=[CH:7][C:8]([NH:11][S:12]([CH3:15])(=[O:14])=[O:13])=[CH:9][CH:10]=1)[OH:4] |f:1.2|. Reported procedure: 20.0 g (61.0 mmol) of N-[4-(2-bromoacetyl)phenyl]methanesulfonamide was suspended in 240 ml of methanol. 2.84 g of sodium borohydride was added in three portions at intervals of 5 min to the suspension cooled at -20° C. The mixture was stirred at -20° C. for 2 h. Concentrated hydrochloric acid was added dropwise to the mixture to acidify it. 300 ml of water and 500 ml of chloroform were added thereto. After extraction with chloroform, the organic layer was concentrated and a solid residue thus o... The reactants are FC1=CC=C(C=C1)CC(=O)O (4-fluorophenylacetic acid), Cl (HCl), BrCC(=O)C1=CC=C(C=C1)S(=O)(=O)C (2-bromo-1-(4-(methylsulfonyl)phenyl)ethanone), C1CCC2=NCCCN2CC1 (DBU). Solvent: C(C)#N (acetonitrile), CCN(CC)CC (Et3N). Reaction conditions: time 45 minute. The product is FC1=CC=C(C=C1)C=1C(OCC1C1=CC=C(C=C1)S(=O)(=O)C)=O (3-(4-Fluorophenyl)-4-(4-(methylsulfonyl)phenyl)-2-(5H)-furanone). Isolated yield 68.2%. RXN SMILES: Br[CH2:2][C:3]([C:5]1[CH:10]=[CH:9][C:8]([S:11]([CH3:14])(=[O:13])=[O:12])=[CH:7][CH:6]=1)=O.[F:15][C:16]1[CH:21]=[CH:20][C:19]([CH2:22][C:23]([OH:25])=[O:24])=[CH:18][CH:17]=1.C1CCN2C(=NCCC2)CC1.Cl>C(#N)C.CCN(CC)CC>[F:15][C:16]1[CH:17]=[CH:18][C:19]([C:22]2[C:23](=[O:25])[O:24][CH2:2][C:3]=2[C:5]2[CH:6]=[CH:7][C:8]([S:11]([CH3:14])(=[O:13])=[O:12])=[CH:9][CH:10]=2)=[CH:20][CH:21]=1. Reported procedure: To the product of Step 1 (216 mg) dissolved in acetonitrile (4 mL) was added Et3N (0.26 mL), followed by 4-fluorophenylacetic acid (102 mg). After 1.5 h at room temperature 0.23 mL of DBU was added. The reaction mixture was stirred for another 45 min and then treated with 5 mL of 1N HCl. The product was extracted with EtOAc, dried over Na2 SO4 and concentrated. The residue was purified by flash chromatography (40% EtOAc in hexane) to yield 150 mg of the title compound as a solid.